Dataset: the Open Reaction Database (ORD), a public repository of structured organic reaction records. Task: describe an organic reaction: reactants, conditions, products, and yield Starting materials: CNC=1C=NC=CC1C1=C(C=CC=C1)C (N-methyl-4-o-tolylpyridin-3-amine), ClC=1C=C(C(=O)O)C=C(N1)C(F)(F)F (2-chloro-6-trifluoromethyl-isonicotinic acid). The product is ClC=1C=C(C(=O)N(C=2C=NC=CC2C2=C(C=CC=C2)C)C)C=C(N1)C(F)(F)F (2-Chloro-N-methyl-N-(4-o-tolyl-pyridin-3-yl)-6-trifluoromethyl-isonicotinamide). As a reaction SMILES: [CH3:1][NH:2][C:3]1[CH:4]=[N:5][CH:6]=[CH:7][C:8]=1[C:9]1[CH:14]=[CH:13][CH:12]=[CH:11][C:10]=1[CH3:15].[Cl:16][C:17]1[CH:18]=[C:19]([CH:23]=[C:24]([C:26]([F:29])([F:28])[F:27])[N:25]=1)[C:20]([OH:22])=O>>[Cl:16][C:17]1[CH:18]=[C:19]([CH:23]=[C:24]([C:26]([F:29])([F:28])[F:27])[N:25]=1)[C:20]([N:2]([CH3:1])[C:3]1[CH:4]=[N:5][CH:6]=[CH:7][C:8]=1[C:9]1[CH:14]=[CH:13][CH:12]=[CH:11][C:10]=1[CH3:15])=[O:22]. Procedure details: The title compound was prepared in analogy to example 90, from N-methyl-4-o-tolylpyridin-3-amine (example 1, intermediate a) and 2-chloro-6-trifluoromethyl-isonicotinic acid (prepared in analogy to F. Cottet, M. Schlosser, Eur. J. Org. Chem. 2004, 18, 3793-3798) after a reaction time of 66 hours. The compound was purified by two silica gel chromatographies (10 g column each, gradient of n-heptane:EtOAc (100:0 to 50:50) for the first and EtOAc for the second chromatography), followed by preparati... The reactants are C(C1=CC=CC=C1)OC(N[C@@H]([C@H](C)O)C(NCCC=O)=O)=O ([(1S,2S)-2-hydroxy-1-(3-oxo-propylcarbamoyl)-propyl]-carbamic acid benzyl ester), N[C@H](C(=O)OC(C)(C)C)[C@H](O)[C@H]1O[C@H]([C@@H]([C@@H]1O[Si](C)(C)C(C)(C)C)O[Si](C)(C)C(C)(C)C)N1C(N(C(C=C1)=O)CC1=CC=C(C=C1)OC)=O (tert-butyl (2S,3S)-2-amino-3-[(2R,3R,4R,5R)-3,4-bis{[tert-butyl-(dimethyl)silyl]oxy}-5-(3-(4-methoxybenzyl)-2,4-dioxo-3,4-dihydro-1(2H)-pyrimidinyl)-tetrahydro-2-furanyl]-3-hydroxypropanoate), C(C)(=O)O[BH-](OC(C)=O)OC(C)=O.[Na+] (sodium triacetoxyborohydride). Reagents/catalysts: C(C)(=O)O (acetic acid). Solvent: O1CCCC1 (tetrahydrofuran). Product: [Si](C)(C)(C(C)(C)C)O[C@@H]1C(O[C@H]([C@@H]1O[Si](C)(C)C(C)(C)C)N1C(N(C(C=C1)=O)CC1=CC=C(C=C1)OC)=O)[C@H]([C@H](NCCCNC([C@@H](NC(OCC1=CC=CC=C1)=O)[C@H](C)O)=O)C(=O)OC(C)(C)C)O (tert-butyl (5S,12S)-12-[(S)-[(3R,4R,5R)-3,4-bis{[tert-butyl(dimethyl)silyl]oxy}-5-(3-(4-methoxybenzyl)-2,4-dioxo-3,4-dihydro-1(2H)-pyrimidinyl)tetrahydro-2-furanyl](hydroxy)methyl]-5-[(1S)-1-hydroxyethyl]-3,6-dioxo-1-phenyl-2-oxa-4,7,11-triazatridecan-13-oate). Yield: 33.1%. Reaction SMILES: [CH2:1]([O:8][C:9](=[O:22])[NH:10][C@H:11]([C:15](=[O:21])[NH:16][CH2:17][CH2:18][CH:19]=O)[C@@H:12]([OH:14])[CH3:13])[C:2]1[CH:7]=[CH:6][CH:5]=[CH:4][CH:3]=1.[NH2:23][C@@H:24]([C@@H:32]([C@@H:34]1[C@@H:38]([O:39][Si:40]([C:43]([CH3:46])([CH3:45])[CH3:44])([CH3:42])[CH3:41])[C@@H:37]([O:47][Si:48]([C:51]([CH3:54])([CH3:53])[CH3:52])([CH3:50])[CH3:49])[C@H:36]([N:55]2[CH:60]=[CH:59][C:58](=[O:61])[N:57]([CH2:62][C:63]3[CH:68]=[CH:67][C:66]([O:69][CH3:70])=[CH:65][CH:64]=3)[C:56]2=[O:71])[O:35]1)[OH:33])[C:25]([O:27][C:28]([CH3:31])([CH3:30])[CH3:29])=[O:26].C(O[BH-](OC(=O)C)OC(=O)C)(=O)C.[Na+]>C(O)(=O)C.O1CCCC1>[Si:40]([O:39][C@H:38]1[C@@H:37]([O:47][Si:48]([C:51]([CH3:53])([CH3:54])[CH3:52])([CH3:49])[CH3:50])[C@H:36]([N:55]2[CH:60]=[CH:59][C:58](=[O:61])[N:57]([CH2:62][C:63]3[CH:68]=[CH:67][C:66]([O:69][CH3:70])=[CH:65][CH:64]=3)[C:56]2=[O:71])[O:35][CH:34]1[C@@H:32]([OH:33])[C@@H:24]([C:25]([O:27][C:28]([CH3:31])([CH3:30])[CH3:29])=[O:26])[NH:23][CH2:19][CH2:18][CH2:17][NH:16][C:15](=[O:21])[C@H:11]([C@@H:12]([OH:14])[CH3:13])[NH:10][C:9](=[O:22])[O:8][CH2:1][C:2]1[CH:7]=[CH:6][CH:5]=[CH:4][CH:3]=1)([C:43]([CH3:44])([CH3:45])[CH3:46])([CH3:42])[CH3:41] |f:2.3|. Reported procedure: By using an analogous procedure to that described in Example 1, a solution of [(1S,2S)-2-hydroxy-1-(3-oxo-propylcarbamoyl)-propyl]-carbamic acid benzyl ester (99 mg, 0.32 mmol, obtained from Reference Example 18), tert-butyl (2S,3S)-2-amino-3-[(2R,3R,4R,5R)-3,4-bis{[tert-butyl-(dimethyl)silyl]oxy}-5-(3-(4-methoxybenzyl)-2,4-dioxo-3,4-dihydro-1(2H)-pyrimidinyl)-tetrahydro-2-furanyl]-3-hydroxypropanoate (165 mg, 0.229 mmol, obtained from Reference example 5), acetic acid (4 drops) and sodium triac... Starting materials: C(C)(=O)OCC.CC(C)O.O (Ethyl acetate 2-propanol water), C(#N)CC1=CNC2=CC=C(C=C12)CNS(=O)(=O)C (N-[[3-(cyanomethyl)-1H-indol-5-yl]methyl]methanesulphonamide), CN (methylamine). Reagents/catalysts: [Pd] (palladium on charcoal). Solvent: C(C)O (ethanol), C(C)O (ethanol). The product is CNCCC1=CNC2=CC=C(C=C12)CNS(=O)(=O)C (N-[[3-[2-(Methylamino)ethyl]-1H-indol-5-yl]methyl]methanesulphonamide). Reaction SMILES: [C:1]([CH2:3][C:4]1[C:12]2[C:7](=[CH:8][CH:9]=[C:10]([CH2:13][NH:14][S:15]([CH3:18])(=[O:17])=[O:16])[CH:11]=2)[NH:6][CH:5]=1)#[N:2].CN.[C:21](OCC)(=O)C.CC(O)C.O>C(O)C.[Pd]>[CH3:21][NH:2][CH2:1][CH2:3][C:4]1[C:12]2[C:7](=[CH:8][CH:9]=[C:10]([CH2:13][NH:14][S:15]([CH3:18])(=[O:16])=[O:17])[CH:11]=2)[NH:6][CH:5]=1 |f:2.3.4|. Procedure details: A solution of N-[[3-(cyanomethyl)-1H-indol-5-yl]methyl]methanesulphonamide (0.04 g) in absolute ethanol (10 ml) containing methylamine in ethanol, (33%, 0.5 ml) was hydrogenated at room temperature and pressure over palladium on charcoal (10%, 50% aqueous paste, 0.05 g). After 60 h TLC Silica, ethyl acetate/2-propanol/water/0.88 ammonia (25:15:2) showed one major basic spot Rf 0.4, identical to authentic product (see Example 2) Reaction conditions: time 16 hour. Isolated yield 71.7%. Procedure: A mixture of 3.92 g (93 mmol) of sodium hydride (57% oil dispersion) and 30 ml of dry dimethylsulfoxide was heated at 70-80° under nitrogen until gas evolution ceased (2.5 hr). The mixture was cooled, and 19.7 g (44.3 mmol) of 4-(carboxybutyl)triphenylphosphonium bromide (Aldrich # 15,794-5) was added, followed by 20 ml of dimethylsulfoxide. The resulting deep red mixture was stirred for 45 min at room temperature under nitrogen before a solution of 5.0 g (40.2 mmol) of bicyclo[3.2.1]octan-2-one... Starting materials: [H-].[Na+] (sodium hydride), C1=CC=C(C=C1)[P+](CCCCC(=O)O)(C2=CC=CC=C2)C3=CC=CC=C3.[Br-] (4-(carboxybutyl)triphenylphosphonium bromide), C12C(CCC(CC1)C2)=O (bicyclo[3.2.1]octan-2-one). The product is C12C(CCC(CC1)C2)=CCCCC(=O)O (5-(bicyclo[3.2.1]oct-2-ylidene)pentanoic acid). The solvent is CS(=O)C (dimethylsulfoxide), CS(=O)C (dimethylsulfoxide), CS(=O)C (dimethylsulfoxide). RXN SMILES: [H-].[Na+].C1C=CC([P+](C2C=CC=CC=2)(C2C=CC=CC=2)[CH2:10][CH2:11][CH2:12][CH2:13][C:14]([OH:16])=[O:15])=CC=1.[Br-].[CH:30]12[CH2:37][CH:34]([CH2:35][CH2:36]1)[CH2:33][CH2:32][C:31]2=O>CS(C)=O>[CH:30]12[CH2:37][CH:34]([CH2:35][CH2:36]1)[CH2:33][CH2:32][C:31]2=[CH:10][CH2:11][CH2:12][CH2:13][C:14]([OH:16])=[O:15] |f:0.1,2.3|. As a reaction SMILES: [Cl:1][C:2]1[CH:10]=[CH:9][CH:8]=[C:7]([N+:11]([O-:13])=[O:12])[C:3]=1[C:4](Cl)=[O:5].[CH3:14][OH:15]>>[CH3:14][O:15][C:4](=[O:5])[C:3]1[C:7]([N+:11]([O-:13])=[O:12])=[CH:8][CH:9]=[CH:10][C:2]=1[Cl:1]. Reported procedure: 18.9 gm (86 mmols) of 2-chloro-6-nitro-benzoic acid chloride were added dropwise over a period of 10 minutes to 100 ml of methanol. The reaction mixture was refluxed for 4 hours and then evaporated in vacuo. The residue was treated with a little ice-cold methanol and filtered off. Reactants: ClC1=C(C(=O)Cl)C(=CC=C1)[N+](=O)[O-] (2-chloro-6-nitro-benzoic acid chloride), CO (methanol). Yields the product COC(C1=C(C=CC=C1[N+](=O)[O-])Cl)=O (Methyl-2-chloro-6-nitro-benzoate).